From a dataset of the Open Reaction Database (ORD), a public repository of structured organic reaction records. describe an organic reaction: reactants, conditions, products, and yield Reactants: N1C=NC=C1 (imidazole), ClC=1N=C(C2=C(N1)SC(=C2)C)NCC2=CC(=C(C=C2)OC)Cl (2-chloro-6-methyl-4-(3-chloro-4-methoxybenzylamino)-thieno-[2,3-d]-pyrimidine). The product is N1(C=NC=C1)C=1N=C(C2=C(N1)SC(=C2)C)NCC2=CC(=C(C=C2)OC)Cl (2-(imidazol-1-yl)-6-methyl-4-(3-chloro-4-methoxybenzylamino)-thieno-[2,3-d]-pyrimidine). As a reaction SMILES: [NH:1]1[CH:5]=[CH:4][N:3]=[CH:2]1.Cl[C:7]1[N:8]=[C:9]([NH:17][CH2:18][C:19]2[CH:24]=[CH:23][C:22]([O:25][CH3:26])=[C:21]([Cl:27])[CH:20]=2)[C:10]2[CH:15]=[C:14]([CH3:16])[S:13][C:11]=2[N:12]=1>>[N:1]1([C:7]2[N:8]=[C:9]([NH:17][CH2:18][C:19]3[CH:24]=[CH:23][C:22]([O:25][CH3:26])=[C:21]([Cl:27])[CH:20]=3)[C:10]3[CH:15]=[C:14]([CH3:16])[S:13][C:11]=3[N:12]=2)[CH:5]=[CH:4][N:3]=[CH:2]1. Procedure details: Following the procedure of Example 97, the reaction of imidazole with 2-chloro-6-methyl-4-(3-chloro-4-methoxybenzylamino)-thieno-[2,3-d]-pyrimidine gives 2-(imidazol-1-yl)-6-methyl-4-(3-chloro-4-methoxybenzylamino)-thieno-[2,3-d]-pyrimidine. The reactants are CC(=O)O, [O-][Cl+3]([O-])([O-])O, COc1ccccc1-c1nn(COCC[Si](C)(C)C)c2ncc(-c3cc(C)c(N)c(C(=O)O)c3)cc12, O. The product is COc1ccccc1-c1n[nH]c2ncc(-c3cc(C)c(N)c(C(=O)O)c3)cc12. As a reaction SMILES: [CH3:42][C:43](=[O:44])[OH:45].[Cl+3:37]([OH:38])([O-:39])([O-:40])[O-:41].[NH2:1][c:2]1[c:3]([C:4](=[O:5])[OH:6])[cH:7][c:8](-[c:12]2[cH:13][c:14]3[c:15]([n:16][cH:17]2)[n:18]([CH2:29][O:30][CH2:31][CH2:32][Si:33]([CH3:34])([CH3:35])[CH3:36])[n:19][c:20]3-[c:21]2[c:22]([O:27][CH3:28])[cH:23][cH:24][cH:25][cH:26]2)[cH:9][c:10]1[CH3:11].[OH2:46]>>[NH2:1][c:2]1[c:3]([C:4](=[O:5])[OH:6])[cH:7][c:8](-[c:12]2[cH:13][c:14]3[c:15]([n:16][cH:17]2)[nH:18][n:19][c:20]3-[c:21]2[c:22]([O:27][CH3:28])[cH:23][cH:24][cH:25][cH:26]2)[cH:9][c:10]1[CH3:11]. Starting materials: CC1=NC2=CC=CC=C2C=C1NC(OC1=CC=CC=C1)=O (Phenyl N-(2-methylquinolin-3-yl)carbamate), COC1=C(C=C(C=C1)C)N1CCNCC1 (1-(2-methoxy-5-methylphenyl)piperazine). Product: CC1=NC2=CC=CC=C2C=C1NC(=O)N1CCN(CC1)C1=C(C=CC(=C1)C)OC (1-[(2-Methylquinolin-3-yl)aminocarbonyl]-4-(2-methoxy-5-methylphenyl)piperazine). Isolated yield 80.0%. As a reaction SMILES: [CH3:1][C:2]1[C:11]([NH:12][C:13](=[O:21])OC2C=CC=CC=2)=[CH:10][C:9]2[C:4](=[CH:5][CH:6]=[CH:7][CH:8]=2)[N:3]=1.[CH3:22][O:23][C:24]1[CH:29]=[CH:28][C:27]([CH3:30])=[CH:26][C:25]=1[N:31]1[CH2:36][CH2:35][NH:34][CH2:33][CH2:32]1>>[CH3:1][C:2]1[C:11]([NH:12][C:13]([N:34]2[CH2:33][CH2:32][N:31]([C:25]3[CH:26]=[C:27]([CH3:30])[CH:28]=[CH:29][C:24]=3[O:23][CH3:22])[CH2:36][CH2:35]2)=[O:21])=[CH:10][C:9]2[C:4](=[CH:5][CH:6]=[CH:7][CH:8]=2)[N:3]=1. Procedure: Phenyl N-(2-methylquinolin-3-yl)carbamate and 1-(2-methoxy-5-methylphenyl)piperazine were reacted by the same way with the example 114 to obtain the titled compound. Starting materials: C1CCOC1, CC(C)(C)[O-], Cl, [K+], COC(=O)CCC(C(N)=O)N1Cc2c(OCc3cc(C)n(C)n3)cccc2C1=O. Yields the product Cc1cc(COc2cccc3c2CN(C2CCC(=O)NC2=O)C3=O)nn1C. Reaction SMILES: [CH2:37]1[O:38][CH2:39][CH2:40][CH2:41]1.[CH3:30][C:31]([CH3:32])([O-:33])[CH3:34].[ClH:36].[K+:35].[NH2:1][C:2]([CH:3]([CH2:4][CH2:5][C:6]([O:8][CH3:7])=[O:9])[N:10]1[C:11](=[O:28])[c:12]2[cH:13][cH:14][cH:15][c:16]([O:19][CH2:20][c:21]3[n:22][n:23]([CH3:27])[c:24]([CH3:26])[cH:25]3)[c:17]2[CH2:18]1)=[O:29]>>[NH:1]1[C:2](=[O:29])[CH:3]([N:10]2[C:11](=[O:28])[c:12]3[cH:13][cH:14][cH:15][c:16]([O:19][CH2:20][c:21]4[n:22][n:23]([CH3:27])[c:24]([CH3:26])[cH:25]4)[c:17]3[CH2:18]2)[CH2:4][CH2:5][C:6]1=[O:8]. The product is COC(=O)C(NC(=O)C(C)NC(=O)Cc1cc(F)cc(F)c1)c1cccc(N)n1. As a reaction SMILES: [F:1][c:2]1[cH:3][c:4]([CH2:9][C:10](=[O:11])[NH:12][CH:13]([CH3:14])[C:15](=[O:16])[OH:17])[cH:5][c:6]([F:8])[cH:7]1.[NH2:18][CH:19]([C:20](=[O:21])[O:22][CH3:23])[c:24]1[n:25][c:26]([NH2:30])[cH:27][cH:28][cH:29]1>>[F:1][c:2]1[cH:3][c:4]([CH2:9][C:10](=[O:11])[NH:12][CH:13]([CH3:14])[C:15](=[O:17])[NH:18][CH:19]([C:20](=[O:21])[O:22][CH3:23])[c:24]2[n:25][c:26]([NH2:30])[cH:27][cH:28][cH:29]2)[cH:5][c:6]([F:8])[cH:7]1. Reactants: CC(NC(=O)Cc1cc(F)cc(F)c1)C(=O)O, COC(=O)C(N)c1cccc(N)n1. Reactants: ClC1=NC(=CC(=C1)C(=O)O)Cl (2,6-dichloropyridine-4-carboxylic acid), C(C)(C)NC(OC(C)(C)C)=NC(C)C (N,N′-diisopropyl-O-t-butylisourea), C(C)(C)NC(OC(C)(C)C)=NC(C)C (N,N′-diisopropyl-O-t-butylisourea). Solvent: C1CCOC1 (THF). Conditions: time 8 hour. Product: C(C)(C)(C)OC(=O)C1=CC(=NC(=C1)Cl)Cl (tert-butyl-2,6dichloro-4-pyridine carboxylate). Isolated yield 73.0%. RXN SMILES: [Cl:1][C:2]1[CH:7]=[C:6]([C:8]([OH:10])=[O:9])[CH:5]=[C:4]([Cl:11])[N:3]=1.C(NC(=NC(C)C)O[C:18]([CH3:21])([CH3:20])[CH3:19])(C)C>C1COCC1>[C:18]([O:9][C:8]([C:6]1[CH:5]=[C:4]([Cl:11])[N:3]=[C:2]([Cl:1])[CH:7]=1)=[O:10])([CH3:21])([CH3:20])[CH3:19]. Reported procedure: To a solution of 2,6-dichloropyridine-4-carboxylic acid (8.28 g, 43.1 mmol, Aldrich) in dry THF (30 ml) was added N,N′-diisopropyl-O-t-butylisourea (17 ml, 3.6 M) dropwise over 1 minute. The resulting mixture was stirred at room temperature overnight. The material was then heated to 65° C. and additional N,N′-diisopropyl-O-t-butylisourea (10 ml) was added dropwise. The mixture was stirred for 1 hour and cooled to room temperature. After removing volatiles, the remainder was purified by flash sil... Reactants: Cc1c(OS(=O)(=O)C(F)(F)F)c([N+](=O)[O-])c2n(c1=O)CCN2Cc1ccccc1, Cc1ccccc1, C[Si](C)(C)c1ccc(N)c(F)c1, [K+], [K+], [K+], O=C(C=Cc1ccccc1)C=Cc1ccccc1, O=C(C=Cc1ccccc1)C=Cc1ccccc1, O=C(C=Cc1ccccc1)C=Cc1ccccc1, O=P([O-])([O-])[O-], [Pd], [Pd]. Yields the product Cc1c(Nc2ccc([Si](C)(C)C)cc2F)c([N+](=O)[O-])c2n(c1=O)CCN2Cc1ccccc1. As a reaction SMILES: [CH2:1]([c:2]1[cH:3][cH:4][cH:5][cH:6][cH:7]1)[N:8]1[CH2:9][CH2:10][n:11]2[c:12]1[c:13]([N+:27](=[O:28])[O-:29])[c:14]([O:19][S:20]([C:21]([F:22])([F:23])[F:24])(=[O:25])=[O:26])[c:15]([CH3:18])[c:16]2=[O:17].[CH3:50][c:51]1[cH:52][cH:53][cH:54][cH:55][cH:56]1.[F:30][c:31]1[c:32]([NH2:41])[cH:33][cH:34][c:35]([Si:37]([CH3:38])([CH3:39])[CH3:40])[cH:36]1.[K+:47].[K+:48].[K+:49].[O:59]=[C:60]([CH:61]=[CH:62][c:63]1[cH:64][cH:65][cH:66][cH:67][cH:68]1)[CH:69]=[CH:70][c:71]1[cH:72][cH:73][cH:74][cH:75][cH:76]1.[O:77]=[C:78]([CH:79]=[CH:80][c:81]1[cH:82][cH:83][cH:84][cH:85][cH:86]1)[CH:87]=[CH:88][c:89]1[cH:90][cH:91][cH:92][cH:93][cH:94]1.[O:95]=[C:96]([CH:97]=[CH:98][c:99]1[cH:100][cH:101][cH:102][cH:103][cH:104]1)[CH:105]=[CH:106][c:107]1[cH:108][cH:109][cH:110][cH:111][cH:112]1.[P:42]([O-:43])([O-:44])([O-:45])=[O:46].[Pd:57].[Pd:58]>>[CH2:1]([c:2]1[cH:3][cH:4][cH:5][cH:6][cH:7]1)[N:8]1[CH2:9][CH2:10][n:11]2[c:12]1[c:13]([N+:27](=[O:28])[O-:29])[c:14]([NH:41][c:32]1[c:31]([F:30])[cH:36][c:35]([Si:37]([CH3:38])([CH3:39])[CH3:40])[cH:34][cH:33]1)[c:15]([CH3:18])[c:16]2=[O:17]. Starting materials: CCCCCC (hexane), [Cl-].[NH4+] (ammonium chloride), [H-].[Na+] (NaH), N1C(C=CC=C1)=O (pyridinone), BrCC#CCC (1-bromo-2-pentyne). The solvent is CN(C)C=O (DMF). Reaction conditions: temperature 0 celsius. Product: ClC1=CC=C(C=C1)C=1C=NC(N(C1)CC#CCC)=O (5-(4-chlorophenyl)-1-(2-pentyn-1-yl)-2-pyrimidinone). As a reaction SMILES: [H-].[Na+].[NH:3]1[CH:8]=[CH:7][CH:6]=C[C:4]1=[O:9].Br[CH2:11][C:12]#[C:13][CH2:14][CH3:15].[Cl-:16].[NH4+:17].[CH3:18][CH2:19][CH2:20][CH2:21][CH2:22][CH3:23]>CN(C=O)C>[Cl:16][C:20]1[CH:19]=[CH:18][C:23]([C:7]2[CH:8]=[N:3][C:4](=[O:9])[N:17]([CH2:11][C:12]#[C:13][CH2:14][CH3:15])[CH:6]=2)=[CH:22][CH:21]=1 |f:0.1,4.5|. Procedure details: To a suspension of NaH (60% in mineral oil, 340 mg) in dry DMF (75 ml) at 0° C. was added the preceding pyridinone (1.0 g) and the mixture was stirred at 0° C. for one half hour. To the resulting suspension was added 1-bromo-2-pentyne (750 mg) dropwise. The resulting mixture was kept at 0° C. for one half hour and poured into saturated aqueous ammonium chloride (200 ml). The aqueous suspension was extracted with ether (3×100 ml), the combined ether layers washed with brine and dried, yielding th...